From a dataset of the Open Reaction Database (ORD), a public repository of structured organic reaction records. describe an organic reaction: reactants, conditions, products, and yield The reactants are C(#N)C1=C(C=CC=C1)NC(C(F)(F)F)=O (N-(2-Cyanophenyl)-2,2,2-trifluoroacetamide), [H-].[Na+] (sodium hydride), CI (Methyl iodide). The solvent is C1CCOC1 (THF). Reaction conditions: time 4 hour. Product: C(#N)C1=C(C=CC=C1)N(C(C(F)(F)F)=O)C (N-(2-Cyanophenyl)-2,2,2-trifluoro-N-methylacetamide). The yield is 93.9%. RXN SMILES: [C:1]([C:3]1[CH:8]=[CH:7][CH:6]=[CH:5][C:4]=1[NH:9][C:10](=[O:15])[C:11]([F:14])([F:13])[F:12])#[N:2].[H-].[Na+].[CH3:18]I>C1COCC1>[C:1]([C:3]1[CH:8]=[CH:7][CH:6]=[CH:5][C:4]=1[N:9]([CH3:18])[C:10](=[O:15])[C:11]([F:13])([F:12])[F:14])#[N:2] |f:1.2|. Procedure details: N-(2-Cyanophenyl)-2,2,2-trifluoroacetamide (3 g, 0.014 mol) was added to sodium hydride (60% in oil, 0.62 g, 0.026 mol) in THF (40 ml) under nitrogen and stirred for 4 h. Methyl iodide (8.7 ml, 0.14 mol) was added and stirring continued overnight. The mixture was poured onto brine and extracted with ethyl acetate, dried over sodium sulphate and evaporated to give the product (3 g), MS (+EI) 228 (M+). 1H NMR (CDCl3) 7.8 (1H, d), 7.7 (1H, dd), 7.4 (1H, dd), 7.4 (1H, d), 3.43 (3H, s). Starting materials: CN1CCOCC1 (4-methylmorpholine), [Na+].C1=NC=CC2=CC=C(C=C12)OC(C(=O)[O-])CCC (2-(isoquinolin-7-yloxy)pentanoic acid sodium salt), NC1=CC=C(C=C1)N1C(CCCC1)=O (1-(4-aminophenyl)piperidin-2-one), Cl.CN(CCCN=C=NCC)C (N-(3-dimethylaminopropyl)-N′-ethylcarbodiimide hydrochloride), ON1N=NC2=C1C=CC=C2 (1-hydroxybenzotriazole). Run in CN(C)C=O (DMF), O (water). Run at time 18 hour. The product is O=C1N(CCCC1)C1=CC=C(C=C1)NC(C(CCC)OC1=CC=C2C=CN=CC2=C1)=O (N-[4-(2-oxopiperidin-1-yl)phenyl]-2-(isoquinolin-7-yloxy)pentanamide). RXN SMILES: CN1CCOCC1.[Na+].[CH:9]1[C:18]2[C:13](=[CH:14][CH:15]=[C:16]([O:19][CH:20]([CH2:24][CH2:25][CH3:26])[C:21]([O-:23])=O)[CH:17]=2)[CH:12]=[CH:11][N:10]=1.[NH2:27][C:28]1[CH:33]=[CH:32][C:31]([N:34]2[CH2:39][CH2:38][CH2:37][CH2:36][C:35]2=[O:40])=[CH:30][CH:29]=1.Cl.CN(C)CCCN=C=NCC.ON1C2C=CC=CC=2N=N1>CN(C=O)C.O>[O:40]=[C:35]1[CH2:36][CH2:37][CH2:38][CH2:39][N:34]1[C:31]1[CH:30]=[CH:29][C:28]([NH:27][C:21](=[O:23])[CH:20]([O:19][C:16]2[CH:17]=[C:18]3[C:13]([CH:12]=[CH:11][N:10]=[CH:9]3)=[CH:14][CH:15]=2)[CH2:24][CH2:25][CH3:26])=[CH:33][CH:32]=1 |f:1.2,4.5|. Procedure: 390 ml (3.55 mmol) of 4-methylmorpholine are added to a solution of 940 mg (3.52 mmol) of 2-(isoquinolin-7-yloxy)pentanoic acid sodium salt, 670 mg (3.52 mmol) of 1-(4-aminophenyl)piperidin-2-one, 670 mg (3.52 mmol) of N-(3-dimethylaminopropyl)-N′-ethylcarbodiimide hydrochloride (DAPECI) and 480 mg (3.56 mmol) of 1-hydroxybenzotriazole (HOBt) in 2 ml of DMF, and the mixture is stirred at room temperature for 18 hours. The reaction mixture is introduced into water, and the precipitate is filtered...